Dataset: the Open Reaction Database (ORD), a public repository of structured organic reaction records. Task: describe an organic reaction: reactants, conditions, products, and yield The reactants are CC(C)(C)[Si](C)(C)OCC1CC(Oc2ncnc(Cl)c2F)CC1O[Si](C)(C)C(C)(C)C, COC1Cc2ccccc2C1N, ClCCl, [Na+], [Na+], O=C([O-])[O-]. Yields the product COC1Cc2ccccc2C1Nc1ncnc(OC2CC(CO[Si](C)(C)C(C)(C)C)C(O[Si](C)(C)C(C)(C)C)C2)c1F. RXN SMILES: [C:1]([CH3:2])([CH3:3])([CH3:4])[Si:5]([O:6][CH:7]1[CH2:8][CH:9]([O:21][c:22]2[n:23][cH:24][n:25][c:26]([Cl:29])[c:27]2[F:28])[CH2:10][CH:11]1[CH2:12][O:13][Si:14]([CH3:15])([CH3:16])[C:17]([CH3:18])([CH3:19])[CH3:20])([CH3:30])[CH3:31].[CH3:32][O:33][CH:34]1[CH:35]([NH2:43])[c:36]2[cH:37][cH:38][cH:39][cH:40][c:41]2[CH2:42]1.[Cl:50][CH2:51][Cl:52].[Na+:44].[Na+:45].[O-:46][C:47](=[O:48])[O-:49]>>[C:1]([CH3:2])([CH3:3])([CH3:4])[Si:5]([O:6][CH:7]1[CH2:8][CH:9]([O:21][c:22]2[n:23][cH:24][n:25][c:26]([NH:43][CH:35]3[CH:34]([O:33][CH3:32])[CH2:42][c:41]4[c:36]3[cH:37][cH:38][cH:39][cH:40]4)[c:27]2[F:28])[CH2:10][CH:11]1[CH2:12][O:13][Si:14]([CH3:15])([CH3:16])[C:17]([CH3:18])([CH3:19])[CH3:20])([CH3:30])[CH3:31]. The product is ClC1=CC(=C(C(=N1)OCOCC)CO)I (6-chloro-4-iodo-2-(ethoxymethoxy)-3-hydroxymethylpyridine). RXN SMILES: C([Li])CCC.[Cl:6][C:7]1[CH:12]=[CH:11][CH:10]=[C:9]([O:13][CH2:14][O:15][CH2:16][CH3:17])[N:8]=1.[CH:18](N(C)CCN(C)C)=[O:19].[I:27]I.[BH4-].[Na+]>C1COCC1.COCCOC.O>[Cl:6][C:7]1[N:8]=[C:9]([O:13][CH2:14][O:15][CH2:16][CH3:17])[C:10]([CH2:18][OH:19])=[C:11]([I:27])[CH:12]=1 |f:4.5|. Reactants: C(CCC)[Li] (n-butyllithium), ClC1=NC(=CC=C1)OCOCC (2-chloro-6-(ethoxymethoxy)pyridine), C(CCC)[Li] (n-butyllithium), II (iodine), solid, [BH4-].[Na+] (sodium borohydride), C(=O)N(CCN(C)C)C (N-formyl-N,N',N'-trimethylethylenediamine). Procedure details: To a solution of 2.5M n-butyllithium (2.2 mL, 5 mmol) in 20 mL of THF at -10° C. was added 0.94 g 2-chloro-6-(ethoxymethoxy)pyridine (5 mmol) dropwise over 2 min. The reaction mixture was stirred for 10 min. at -10° C., then cooled to -23° C. and 0.72% N-formyl-N,N',N'-trimethylethylenediamine) was added. After stirring at -23° C. for 30 min., n-butyllithium (2.5M, 3 mL, 7.5 mmol) was added dropwise and the dark reaction mixture was stirred at -23° C. for 4 hr. The mixture was transferred via a ... Run at temperature -10 celsius, time 10 minute. Yield: 40.0%. The solvent is C1CCOC1 (THF), O (water), COCCOC (DME), C1CCOC1 (THF). Starting materials: C1CCOC1, [H-], CI, [Na+], CC(C)(O)CC1COC(C)(C)N1C(=O)OC(C)(C)C. Product: COC(C)(C)CC1COC(C)(C)N1C(=O)OC(C)(C)C. Reaction SMILES: [CH2:24]1[O:25][CH2:26][CH2:27][CH2:28]1.[H-:21].[I:22][CH3:23].[Na+:20].[OH:1][C:2]([CH2:3][CH:4]1[N:5]([C:11](=[O:12])[O:13][C:14]([CH3:15])([CH3:16])[CH3:17])[C:6]([CH3:9])([CH3:10])[O:7][CH2:8]1)([CH3:18])[CH3:19]>>[O:1]([C:2]([CH2:3][CH:4]1[N:5]([C:11](=[O:12])[O:13][C:14]([CH3:15])([CH3:16])[CH3:17])[C:6]([CH3:9])([CH3:10])[O:7][CH2:8]1)([CH3:18])[CH3:19])[CH3:23]. Reactants: CCO (EtOH), ClC1=C(C=C(C=C1)[N+](=O)[O-])I (1-Chloro-2-iodo-4-nitro-benzene), [NH4+].[Cl-] (NH4Cl). Reagents/catalysts: [Fe] (iron). Run in C1CCOC1 (THF). Reaction conditions: temperature 22 celsius, time 3 hour. Product: ClC1=C(C=C(C=C1)N)I (4-Chloro-3-iodo-phenylamine). Reaction SMILES: [Cl:1][C:2]1[CH:7]=[CH:6][C:5]([N+:8]([O-])=O)=[CH:4][C:3]=1[I:11].CCO.[NH4+].[Cl-]>C1COCC1.[Fe]>[Cl:1][C:2]1[CH:7]=[CH:6][C:5]([NH2:8])=[CH:4][C:3]=1[I:11] |f:2.3|. Reported procedure: 1-Chloro-2-iodo-4-nitro-benzene (2.00 g, 7.09 mmol) was dissolved in THF (30 mL) at 60° C. and EtOH (35 mL) was added followed by NH4Cl (0.569 g, 10.6 mmol in 30 mL of water) and iron powder (1.58 g, 28.4 mmol). This mixture was stirred vigorously for 3 h and then cooled in 22° C. and filtered though celite rinsing with EtOAc. The solution was then concentrated to ˜30 mL in vacuo and then poured into a 1:1 solution of 1N NaOH/brine (100 mL). This mixture was then extracted with EtOAc (3×50 mL) a... As a reaction SMILES: [CH3:1][O:2][C:3]1[C:8]([O:9][C:10]2[CH:15]=[CH:14][CH:13]=[CH:12][CH:11]=2)=[CH:7][CH:6]=[CH:5][C:4]=1[CH2:16][C:17]#N.[OH-:19].[K+].[OH2:21]>C(O)C>[CH3:1][O:2][C:3]1[C:8]([O:9][C:10]2[CH:15]=[CH:14][CH:13]=[CH:12][CH:11]=2)=[CH:7][CH:6]=[CH:5][C:4]=1[CH2:16][C:17]([OH:21])=[O:19] |f:1.2|. Reported procedure: A mixture of 2-(2-methoxy-3-phenoxyphenyl)acetonitrile (2.5 g) and potassium hydroxide (2.3 g) in water (20 ml) and ethanol (40 ml) was treated in a similar manner to that of Example 17-(1) to give oily 2-(2-methoxy-3-phenoxyphenyl)acetic acid (2.1 g). The solvent is C(C)O (ethanol). The reactants are COC1=C(C=CC=C1OC1=CC=CC=C1)CC#N (2-(2-methoxy-3-phenoxyphenyl)acetonitrile), [OH-].[K+] (potassium hydroxide), O (water). Yields the product COC1=C(C=CC=C1OC1=CC=CC=C1)CC(=O)O (2-(2-methoxy-3-phenoxyphenyl)acetic acid). The reactants are CC1=NN(C(=C1)N)C, CNC(=O)C1=C(C=CC=C1OC)NC2=CC(=NC=C2C(F)(F)F)Cl. Reagents/catalysts: C(=O)([O-])[O-].[Cs+].[Cs+], CC1(C2=C(C(=CC=C2)P(C3=CC=CC=C3)C4=CC=CC=C4)OC5=C1C=CC=C5P(C6=CC=CC=C6)C7=CC=CC=C7)C, CC(=O)O.CC(=O)O.[Pd]. The solvent is C1COCCO1. Conditions: temperature 90 celsius. The product is CC1=NN(C(=C1)NC2=NC=C(C(=C2)NC3=C(C(=CC=C3)OC)C(=O)NC)C(F)(F)F)C. Isolated yield 44.0%. Reported procedure: _2-(2-chloro-5-(trifluoromethyl)pyridin-4-ylamino)-6-methoxy-N-methylbenzamide (1.66 g, 4.61 mmol)_ _,_ _1,3-dimethyl-1H-pyrazol-5-amine (0.523 g, 4.71 mmol)_ _,_ _diacetoxypalladium (0.083 g, 0.37 mmol)_ _,_ _(9,9-dimethyl-9H-xanthene-4,5-diyl)bis(diphenylphosphine) (0.427 g, 0.74 mmol)_ _and_ _cesium carbonate (1.804 g, 5.54 mmol)_ _were mixed together in_ _dioxane (30 mL)_ _. Reaction was degassed with argon and was stirred at_ _90 °C_ _for 3 hours under argon.The mixture was filtered ,the fi... The reactants are C1CCOC1, CCN(C(C)C)C(C)C, Clc1ncccn1, C1CCC2=NCCCN2CC1, CCOC(=O)C(Nc1ccc(C#N)cc1)c1cc(C)cc(N)c1. The product is CCOC(=O)C(Nc1ccc(C#N)cc1)c1cc(C)cc(N=C2CCCCCN2CCCNc2ncccn2)c1. Reaction SMILES: [CH2:51]1[O:52][CH2:53][CH2:54][CH2:55]1.[CH:31]([N:32]([CH:33]([CH3:34])[CH3:35])[CH2:36][CH3:37])([CH3:38])[CH3:39].[Cl:24][c:25]1[n:26][cH:27][cH:28][cH:29][n:30]1.[N:40]12[CH2:41][CH2:42][CH2:43][CH2:44][CH2:45][C:46]1=[N:47][CH2:48][CH2:49][CH2:50]2.[NH2:1][c:2]1[cH:3][c:4]([CH:9]([C:10](=[O:11])[O:12][CH2:13][CH3:14])[NH:15][c:16]2[cH:17][cH:18][c:19]([C:22]#[N:23])[cH:20][cH:21]2)[cH:5][c:6]([CH3:8])[cH:7]1>>[N:1]([c:2]1[cH:3][c:4]([CH:9]([C:10](=[O:11])[O:12][CH2:13][CH3:14])[NH:15][c:16]2[cH:17][cH:18][c:19]([C:22]#[N:23])[cH:20][cH:21]2)[cH:5][c:6]([CH3:8])[cH:7]1)=[C:46]1[N:40]([CH2:50][CH2:49][CH2:48][NH:47][c:25]2[n:26][cH:27][cH:28][cH:29][n:30]2)[CH2:41][CH2:42][CH2:43][CH2:44][CH2:45]1.